Dataset: the Open Reaction Database (ORD), a public repository of structured organic reaction records. Task: describe an organic reaction: reactants, conditions, products, and yield The product is C(=O)C=1C=C(C(=O)NC)C=CC1 (3-formyl-N-methylbenzamide). As a reaction SMILES: [CH3:1][NH2:2].[CH:3]([C:5]1[CH:6]=[C:7]([CH:12]=[CH:13][CH:14]=1)[C:8](OC)=[O:9])=[O:4].C[Al](C)C.C1(C)C=CC=CC=1>C1COCC1>[CH:3]([C:5]1[CH:6]=[C:7]([CH:12]=[CH:13][CH:14]=1)[C:8]([NH:2][CH3:1])=[O:9])=[O:4]. Conditions: temperature -50 celsius, time 18 hour. Run in C1CCOC1 (THF), C1CCOC1 (THF). Starting materials: solution, CN (methylamine), C(=O)C=1C=C(C(=O)OC)C=CC1 (methyl 3-formylbenzoate), solution, C[Al](C)C (trimethylaluminium), C1(=CC=CC=C1)C (toluene). Procedure details: A 2M solution of methylamine in THF (44 mL, 5 eq, 87.5 mmol) was added to methyl 3-formylbenzoate (2.875 g, 1 eq, 17.5 mmol) in dry THF (65 ml). The reaction mixture was cooled to −50° C. under nitrogen and a 2M solution of trimethylaluminium in toluene (22 ml, 2.5 eq, 43.75 mmol) was added slowly over 15 mins. The reaction mixture was allowed to warm slowly to room temperature and stirred for 18 h. The reaction mixture was quenched with a 20% w/v solution of potassium sodium tartrate in water (... The yield is 58.0%. The reactants are CC[N+](CC)(CC)S(=O)(=O)NC(=O)OC, CCOC(=O)C(CO)NC(=O)C(CCCC1CCCCC1)CC(=O)OC(C)(C)C, C1CCOC1, [OH-]. The product is CCOC(=O)C1COC(C(CCCC2CCCCC2)CC(=O)OC(C)(C)C)=N1. Reaction SMILES: [CH3:31][O:32][C:33]([NH:34][S:35]([N+:36]([CH2:37][CH3:38])([CH2:39][CH3:40])[CH2:41][CH3:42])(=[O:43])=[O:44])=[O:45].[CH:1]1([CH2:7][CH2:8][CH2:9][CH:10]([CH2:11][C:12](=[O:13])[O:14][C:15]([CH3:16])([CH3:17])[CH3:18])[C:19](=[O:20])[NH:21][CH:22]([C:23](=[O:24])[O:25][CH2:26][CH3:27])[CH2:28][OH:29])[CH2:2][CH2:3][CH2:4][CH2:5][CH2:6]1.[O:46]1[CH2:47][CH2:48][CH2:49][CH2:50]1.[OH-:30]>>[CH:1]1([CH2:7][CH2:8][CH2:9][CH:10]([CH2:11][C:12](=[O:13])[O:14][C:15]([CH3:16])([CH3:17])[CH3:18])[C:19]2=[N:21][CH:22]([C:23](=[O:24])[O:25][CH2:26][CH3:27])[CH2:28][O:29]2)[CH2:2][CH2:3][CH2:4][CH2:5][CH2:6]1. The reactants are C1CCOC1, CC(C)[Si](Cl)(C(C)C)C(C)C, Clc1ncnc2[nH]ccc12, [H-], [Na+]. Yields the product CC(C)[Si](C(C)C)(C(C)C)n1ccc2c(Cl)ncnc21. RXN SMILES: [CH2:24]1[O:25][CH2:26][CH2:27][CH2:28]1.[CH:13]([CH3:14])([CH3:15])[Si:16]([CH:17]([CH3:18])[CH3:19])([CH:20]([CH3:21])[CH3:22])[Cl:23].[Cl:3][c:4]1[c:5]2[c:6]([n:7][cH:8][n:9]1)[nH:10][cH:11][cH:12]2.[H-:1].[Na+:2]>>[Cl:3][c:4]1[c:5]2[c:6]([n:7][cH:8][n:9]1)[n:10]([Si:16]([CH:13]([CH3:14])[CH3:15])([CH:17]([CH3:18])[CH3:19])[CH:20]([CH3:21])[CH3:22])[cH:11][cH:12]2. Starting materials: OC1=C(C(=O)OC)C=CC(=C1)O (Methyl 2,4-dihydroxybenzoate), C([O-])([O-])=O.[Na+].[Na+] (sodium carbonate), BrCCCOC1=CC=CC=C1 (1-bromo-3-phenoxypropane). Solvent: CC(CC)=O (butanone), CC(CC)=O (butanone). Yields the product OC1=C(C(=O)OC)C=CC(=C1)OCCCOC1=CC=CC=C1 (Methyl 2-hydroxy-4-(3-phenoxypropoxy)benzoate). Yield: 64.0%. As a reaction SMILES: [OH:1][C:2]1[CH:11]=[C:10]([OH:12])[CH:9]=[CH:8][C:3]=1[C:4]([O:6][CH3:7])=[O:5].C(=O)([O-])[O-].[Na+].[Na+].Br[CH2:20][CH2:21][CH2:22][O:23][C:24]1[CH:29]=[CH:28][CH:27]=[CH:26][CH:25]=1>CC(=O)CC>[OH:1][C:2]1[CH:11]=[C:10]([O:12][CH2:20][CH2:21][CH2:22][O:23][C:24]2[CH:29]=[CH:28][CH:27]=[CH:26][CH:25]=2)[CH:9]=[CH:8][C:3]=1[C:4]([O:6][CH3:7])=[O:5] |f:1.2.3|. Procedure details: Methyl 2,4-dihydroxybenzoate (33.6g; 0.2 mole) and anhydrous sodium carbonate (34.8g; 0.3 mole) in dry butanone (300 ml) were stirred at reflux during the addition of 1-bromo-3-phenoxypropane (43.0g; 0.2 mole) in butanone (50 ml) and the mixture stirred at reflux for 24 hours. The mixture was cooled and filtered and the filtrate evaporated to a white solid. Recrystallisation from ethanol gave 38.7g (64%) of material of mp 90°-92°, νmax (mull) 1660, 1615, 1598, 1580 cm-1. (Found; C. 67.69; H, 6.2... The reactants are OC1=C(C=C(C#N)C=C1)OC (4-hydroxy-3-methoxybenzonitrile), BrCCCOC=1C=C2CC[C@H](C2=CC1)CC(=O)OCC (ethyl [(1S)-5-(3-bromopropoxy)-2,3-dihydro-1H-inden-1-yl]acetate), C(=O)([O-])[O-].[Cs+].[Cs+] (Cs2CO3). Reagents/catalysts: O (water). The solvent is CN(C)C=O (DMF). Reaction conditions: temperature 40 celsius, time 16 hour. Yields the product C(#N)C1=CC(=C(OCCCOC=2C=C3CC[C@H](C3=CC2)CC(=O)OCC)C=C1)OC (ethyl {(1S)-5-[3-(4-cyano-2-methoxyphenoxy)propoxy]-2,3-dihydro-1H-inden-1-yl}acetate). Yield: 68.0%. As a reaction SMILES: [OH:1][C:2]1[CH:9]=[CH:8][C:5]([C:6]#[N:7])=[CH:4][C:3]=1[O:10][CH3:11].Br[CH2:13][CH2:14][CH2:15][O:16][C:17]1[CH:18]=[C:19]2[C:23](=[CH:24][CH:25]=1)[C@H:22]([CH2:26][C:27]([O:29][CH2:30][CH3:31])=[O:28])[CH2:21][CH2:20]2.C([O-])([O-])=O.[Cs+].[Cs+]>CN(C=O)C.O>[C:6]([C:5]1[CH:8]=[CH:9][C:2]([O:1][CH2:13][CH2:14][CH2:15][O:16][C:17]2[CH:18]=[C:19]3[C:23](=[CH:24][CH:25]=2)[C@H:22]([CH2:26][C:27]([O:29][CH2:30][CH3:31])=[O:28])[CH2:21][CH2:20]3)=[C:3]([O:10][CH3:11])[CH:4]=1)#[N:7] |f:2.3.4|. Reported procedure: To a mixture of 4-hydroxy-3-methoxybenzonitrile (2.6 g, 17.6 mmol), ethyl [(1S)-5-(3-bromopropoxy)-2,3-dihydro-1H-inden-1-yl]acetate (Example 45) (6 g, 17.6 mmol), and Cs2CO3 (6.9 g, 21.1 mmol) in DMF (30 mL) was added water (15 drops). The reaction mixture was stirred at 40° C. for 16 h and concentrated under reduced pressure. The residue was diluted with water and extracted with EtOAc (2×). The combined organic phases were dried over MgSO4, filtered, and concentrated under reduced pressure. Re... The reactants are IC (Iodomethane), CC1=CC=C(C=C1)S(=O)(=O)OC1=CC(=C(C=C1)Br)OC (4-Bromo-3-methoxyphenyl 4-methylbenzenesulfonate), BrC1=C(C=C(O)C=C1)O (4-bromo-resorcinol), C1(=CC=C(C=C1)S(=O)(=O)Cl)C (p-toluenesulfonic chloride), C([O-])([O-])=O.[K+].[K+] (potassium carbonate). The solvent is CCOCC (ether), CC(=O)C (acetone). Yields the product CC1=CC=C(C=C1)S(=O)(=O)OC1=CC(=C(C=C1)C1=CC2=CC=C(C=C2C=C1)O)OC (4-(6-Hydroxy-2-naphthyl)-3-methoxyphenyl 4-methylbenzenesulfonate). Isolated yield 70.0%. As a reaction SMILES: [CH3:1][C:2]1[CH:7]=[CH:6][C:5]([S:8]([O:11][C:12]2[CH:17]=[CH:16][C:15](Br)=[C:14]([O:19][CH3:20])[CH:13]=2)(=[O:10])=[O:9])=[CH:4][CH:3]=1.Br[C:22]1[CH:28]=[CH:27][C:25]([OH:26])=[CH:24][C:23]=1O.[C:30]1(C)[CH:35]=CC(S(Cl)(=O)=O)=[CH:32][CH:31]=1.C(=O)([O-])[O-].[K+].[K+].IC>CCOCC.CC(C)=O>[CH3:1][C:2]1[CH:7]=[CH:6][C:5]([S:8]([O:11][C:12]2[CH:17]=[CH:16][C:15]([C:30]3[CH:31]=[CH:32][C:23]4[C:22](=[CH:28][CH:27]=[C:25]([OH:26])[CH:24]=4)[CH:35]=3)=[C:14]([O:19][CH3:20])[CH:13]=2)(=[O:10])=[O:9])=[CH:4][CH:3]=1 |f:3.4.5|. Procedure details: 4-Bromo-3-methoxyphenyl 4-methylbenzenesulfonate A mixture of 4-bromo-resorcinol (4.92 g, 26.0 mmol), p-toluenesulfonic chloride (5.95 g, 31.2 mmol), potassium carbonate (23 g, 167 mmol), and acetone (300 mL) was refluxed for 16 hr. Iodomethane (9.89 g, 70 mmol) was added and the mixture was refluxed for an additional 12 hr. The mixture was cooled to room temperature and ether (200 mL) was added and the suspension was filtered. The filtrate was stripped of solvent and purified on a silica column... Starting materials: BrC(C)F (bromofluoroethane), C1(=CC=CC=C1)C=1C=NNC1 (4-phenyl-1H-pyrazole), C([O-])([O-])=O.[K+].[K+] (potassium carbonate), BrCCF (1-bromo-2-fluoroethane). Run in O (water), CS(=O)C (dimethyl sulfoxide). Product: FCCC1(C=NNC1)C1=CC=CC=C1 (4-(2-fluoroethyl)-4-phenyl-1H-pyrazole). Isolated yield 88.1%. As a reaction SMILES: [C:1]1([C:7]2[CH:8]=[N:9][NH:10][CH:11]=2)[CH:6]=[CH:5][CH:4]=[CH:3][CH:2]=1.C(=O)([O-])[O-].[K+].[K+].Br[CH2:19][CH2:20][F:21].BrC(F)C>O.CS(C)=O>[F:21][CH2:20][CH2:19][C:7]1([C:1]2[CH:2]=[CH:3][CH:4]=[CH:5][CH:6]=2)[CH2:11][NH:10][N:9]=[CH:8]1 |f:1.2.3|. Reported procedure: To 2.0 grams of 4-phenyl-1H-pyrazole, 10 mL of dimethyl sulfoxide and 1.5 g of potassium carbonate were added and the solution was stirred at room temperature. Then, 1.5 grams of 1-bromo-2-fluoroethane was added dropwise. After addition of the bromofluoroethane, the mixture was stirred at room temperature for 24 hours, then poured into 100 mL of water. The precipitated product was filtered off, washed with water, and air-dried. There was obtained 2.0 grams of 4-(2-fluoroethyl)-4-phenyl-1H-pyrazo...